The task is: describe an organic reaction: reactants, conditions, products, and yield. This data is from the Open Reaction Database (ORD), a public repository of structured organic reaction records. Reactants: Cc1ccccc1, COc1cc(CO)ccc1OCc1nc(-c2cccc(C#N)c2)oc1C, O=S(Cl)Cl. Product: COc1cc(CCl)ccc1OCc1nc(-c2cccc(C#N)c2)oc1C. RXN SMILES: [CH3:31][c:32]1[cH:33][cH:34][cH:35][cH:36][cH:37]1.[OH:1][CH2:2][c:3]1[cH:4][c:5]([O:25][CH3:26])[c:6]([O:7][CH2:8][c:9]2[n:10][c:11](-[c:15]3[cH:16][c:17]([C:18]#[N:19])[cH:20][cH:21][cH:22]3)[o:12][c:13]2[CH3:14])[cH:23][cH:24]1.[S:27]([Cl:28])([Cl:29])=[O:30]>>[CH2:2]([c:3]1[cH:4][c:5]([O:25][CH3:26])[c:6]([O:7][CH2:8][c:9]2[n:10][c:11](-[c:15]3[cH:16][c:17]([C:18]#[N:19])[cH:20][cH:21][cH:22]3)[o:12][c:13]2[CH3:14])[cH:23][cH:24]1)[Cl:29]. Starting materials: Clc1ccc(CNc2ccc(Br)cn2)cc1, [Li]C(C)(C)C, [Li]CCCC, CN(C)C=O, COOC(C)(C)C, C1CCOC1, O. Product: O=Cc1ccc(NCc2ccc(Cl)cc2)nc1. Reaction SMILES: [Br:1][c:2]1[cH:3][cH:4][c:5]([NH:8][CH2:9][c:10]2[cH:11][cH:12][c:13]([Cl:16])[cH:14][cH:15]2)[n:6][cH:7]1.[C:22]([Li:23])([CH3:24])([CH3:25])[CH3:26].[CH2:17]([Li:18])[CH2:19][CH2:20][CH3:21].[CH3:27][N:28]([CH:29]=[O:30])[CH3:31].[CH3:32][O:33][O:34][C:35]([CH3:36])([CH3:37])[CH3:38].[O:39]1[CH2:40][CH2:41][CH2:42][CH2:43]1.[OH2:44]>>[c:2]1([CH:29]=[O:30])[cH:3][cH:4][c:5]([NH:8][CH2:9][c:10]2[cH:11][cH:12][c:13]([Cl:16])[cH:14][cH:15]2)[n:6][cH:7]1. The reactants are B, CO, CCC1=C(c2cccc(F)c2)C(=O)N(c2ccc(Cl)c(C(F)(F)F)c2)C1, Cl, [Na], C1CCOC1. Product: CCC1CN(c2ccc(Cl)c(C(F)(F)F)c2)C(=O)C1c1cccc(F)c1. As a reaction SMILES: [BH3:27].[CH3:29][OH:30].[Cl:1][c:2]1[c:3]([C:23]([F:24])([F:25])[F:26])[cH:4][c:5]([N:8]2[C:9](=[O:22])[C:10]([c:15]3[cH:16][c:17]([F:21])[cH:18][cH:19][cH:20]3)=[C:11]([CH2:13][CH3:14])[CH2:12]2)[cH:6][cH:7]1.[ClH:31].[Na:28].[O:32]1[CH2:33][CH2:34][CH2:35][CH2:36]1>>[Cl:1][c:2]1[c:3]([C:23]([F:24])([F:25])[F:26])[cH:4][c:5]([N:8]2[C:9](=[O:22])[CH:10]([c:15]3[cH:16][c:17]([F:21])[cH:18][cH:19][cH:20]3)[CH:11]([CH2:13][CH3:14])[CH2:12]2)[cH:6][cH:7]1. Procedure details: To the solution of tert-utyl cis-3-cyclohexyl-5-(hydroxymethyl)piperidine-1-carboxylate (431.1 mg) in THF (10 ml) was added TEA (405.0 ml) and MsCl (135.2 ml) at 0° C. After stirring at 0° C. for 1 hour, the insoluble material was filtered off through celite and washed with THF. The filtrate was concentrated to give the crude tert-butyl cis-3-cyclohexyl-5-{[(methylsulfonyl)oxy]methyl}piperidine-1-carboxylate as a pale brown oil. Starting materials: C1(CCCCC1)[C@@H]1CN(C[C@@H](C1)CO)C(=O)[O-] (cis-3-cyclohexyl-5-(hydroxymethyl)piperidine-1-carboxylate), TEA, CS(=O)(=O)Cl (MsCl). As a reaction SMILES: [CH:1]1([C@H:7]2[CH2:12][C@@H:11]([CH2:13][OH:14])[CH2:10][N:9]([C:15]([O-:17])=[O:16])[CH2:8]2)[CH2:6][CH2:5][CH2:4][CH2:3][CH2:2]1.[CH3:18][S:19](Cl)(=[O:21])=[O:20]>C1COCC1>[CH:1]1([C@H:7]2[CH2:12][C@@H:11]([CH2:13][O:14][S:19]([CH3:18])(=[O:21])=[O:20])[CH2:10][N:9]([C:15]([O:17][C:1]([CH3:7])([CH3:6])[CH3:2])=[O:16])[CH2:8]2)[CH2:2][CH2:3][CH2:4][CH2:5][CH2:6]1. Product: C1(CCCCC1)[C@@H]1CN(C[C@@H](C1)COS(=O)(=O)C)C(=O)OC(C)(C)C (tert-butyl cis-3-cyclohexyl-5-{[(methylsulfonyl)oxy]methyl}piperidine-1-carboxylate). Solvent: C1CCOC1 (THF). Reaction conditions: temperature 0 celsius, time 1 hour.